This data is from the Open Reaction Database (ORD), a public repository of structured organic reaction records. The task is: describe an organic reaction: reactants, conditions, products, and yield The reactants are ClC1=NC(=CC=C1)OC (2-chloro-6-methoxy-pyridine), S(O)(O)(=O)=O (sulfuric acid), [N+](=O)(O)[O-] (nitric acid), crystals, ice. Run at temperature 0 celsius, time 3 hour. Product: ClC1=NC(=CC=C1[N+](=O)[O-])OC (2-chloro-3nitro-6-methoxy-pyridine). Yield: 80.0%. RXN SMILES: [Cl:1][C:2]1[CH:7]=[CH:6][CH:5]=[C:4]([O:8][CH3:9])[N:3]=1.S(=O)(=O)(O)O.[N+:15]([O-])([OH:17])=[O:16]>>[Cl:1][C:2]1[C:7]([N+:15]([O-:17])=[O:16])=[CH:6][CH:5]=[C:4]([O:8][CH3:9])[N:3]=1. Reported procedure: 143.6 g (one mole) of 2-chloro-6-methoxy-pyridine were added dropwise with stirring over one hour to a mixture of 1600 ml of concentrated sulfuric acid and 800 ml of fuming nitric acid cooled to 0° C. and the temperature was allowed to rise to 20° C. over three hours. The mixture was then stirred at 20° C. for three hours and was poured into 5000 g of crushed ice. The mixture was vacuum filtered and the product was washed with a large volume of water until acid free and dried to obtain 151-156 g... Reactants: BrC1=CC=C(C=C1)N1N=C(C=2CCC3=C(C12)C=C(C=C3)NC(C3=C(C=CC=C3)Cl)=O)C(=O)N (1-(4-Bromophenyl)-8-[(2-chlorobenzoyl)amino]-4,5-dihydro-1H-benzo[g]indazole-3-carboxamide), CN(C)C=O (DMF). Reagents/catalysts: C=1C=CC(=CC1)[P](C=2C=CC=CC2)(C=3C=CC=CC3)[Pd]([P](C=4C=CC=CC4)(C=5C=CC=CC5)C=6C=CC=CC6)([P](C=7C=CC=CC7)(C=8C=CC=CC8)C=9C=CC=CC9)[P](C=1C=CC=CC1)(C=1C=CC=CC1)C=1C=CC=CC1 (Pd(Ph3P)4), [C-]#N.[C-]#N.[Zn+2] (Zn(CN)2). Run at temperature 100 celsius. Product: ClC1=C(C(=O)NC2=CC3=C(CCC=4C(=NN(C34)C3=CC=C(C=C3)C#N)C(=O)N)C=C2)C=CC=C1 (8-[(2-chlorobenzoyl)amino]-1-(4-cyanophenyl)-4,5-dihydro-1H-benzo[g]indazole-3-carboxamide). As a reaction SMILES: Br[C:2]1[CH:7]=[CH:6][C:5]([N:8]2[C:16]3[C:15]4[CH:17]=[C:18]([NH:21][C:22](=[O:30])[C:23]5[CH:28]=[CH:27][CH:26]=[CH:25][C:24]=5[Cl:29])[CH:19]=[CH:20][C:14]=4[CH2:13][CH2:12][C:11]=3[C:10]([C:31]([NH2:33])=[O:32])=[N:9]2)=[CH:4][CH:3]=1.[CH3:34][N:35](C=O)C>[C-]#N.[C-]#N.[Zn+2].C1C=CC([P]([Pd]([P](C2C=CC=CC=2)(C2C=CC=CC=2)C2C=CC=CC=2)([P](C2C=CC=CC=2)(C2C=CC=CC=2)C2C=CC=CC=2)[P](C2C=CC=CC=2)(C2C=CC=CC=2)C2C=CC=CC=2)(C2C=CC=CC=2)C2C=CC=CC=2)=CC=1>[Cl:29][C:24]1[CH:25]=[CH:26][CH:27]=[CH:28][C:23]=1[C:22]([NH:21][C:18]1[CH:19]=[CH:20][C:14]2[CH2:13][CH2:12][C:11]3[C:10]([C:31]([NH2:33])=[O:32])=[N:9][N:8]([C:5]4[CH:6]=[CH:7][C:2]([C:34]#[N:35])=[CH:3][CH:4]=4)[C:16]=3[C:15]=2[CH:17]=1)=[O:30] |f:2.3.4,^1:47,49,68,87|. Reported procedure: 1-(4-Bromophenyl)-8-[(2-chlorobenzoyl)amino]-4,5-dihydro-1H-benzo[g]indazole-3-carboxamide (5.2 g) and Zn(CN)2 (0.9 g) were dissolved in 100 ml DMF under N2. Then Pd(Ph3P)4 (1.38 g) was added. The reaction mixture was heated up to 100° C. under N2 for 12 hours. After the reaction is completed by HPLC, the solvent was evaporated, and the residue was suspended in ethyl acetate and water. After filtration, and washing with water and ethyl acetate, the filtrate of the organic layer was separated and... Reactants: CC1(CC(C1)C(=O)N)C (3,3-dimethylcyclobutanecarboxamide), C(C(=O)Cl)(=O)Cl (oxalyl chloride), CN1N=CC(=C1)C1=CC(=NC=N1)OC=1C=CC(=NC1)N (5-((6-(1-methyl-1H-pyrazol-4-yl)pyrimidin-4-yl)oxy)pyridin-2-amine), N1=CC=CC=C1 (pyridine). The solvent is O1CCOCC1 (dioxane), C(Cl)Cl (DCM). Reaction conditions: temperature 100 celsius, time 8 hour. Product: CC1(CC(C1)C(=O)NC(NC1=NC=C(C=C1)OC1=NC=NC(=C1)C=1C=NN(C1)C)=O)C (3,3-dimethyl-N-((5-((6-(1-methyl-1H-pyrazol-4-yl)pyrimidin-4-yl)oxy)pyridin-2-yl)carbamoyl)cyclobutanecarboxamide). The yield is 50.4%. As a reaction SMILES: [CH3:1][C:2]1([CH3:9])[CH2:5][CH:4]([C:6]([NH2:8])=[O:7])[CH2:3]1.C(Cl)(=O)[C:11](Cl)=[O:12].[CH3:16][N:17]1[CH:21]=[C:20]([C:22]2[N:27]=[CH:26][N:25]=[C:24]([O:28][C:29]3[CH:30]=[CH:31][C:32]([NH2:35])=[N:33][CH:34]=3)[CH:23]=2)[CH:19]=[N:18]1.N1C=CC=CC=1>O1CCOCC1.C(Cl)Cl>[CH3:1][C:2]1([CH3:9])[CH2:5][CH:4]([C:6]([NH:8][C:11](=[O:12])[NH:35][C:32]2[CH:31]=[CH:30][C:29]([O:28][C:24]3[CH:23]=[C:22]([C:20]4[CH:19]=[N:18][N:17]([CH3:16])[CH:21]=4)[N:27]=[CH:26][N:25]=3)=[CH:34][N:33]=2)=[O:7])[CH2:3]1. Reported procedure: A solution of Example B1 (0.120 g, 0.944 mmol) in dioxane (10 mL) was treated with oxalyl chloride (0.120 g, 0.945 mmol), heated at 100° C. for 3 h, concentrated to dryness, dissolved in DCM (10 mL), added to a solution of 5-((6-(1-methyl-1H-pyrazol-4-yl)pyrimidin-4-yl)oxy)pyridin-2-amine (0.120 g, 0.447 mmol) in DCM (10 mL) and pyridine (0.070 g, 0.885 mmol) and stirred at RT overnight. The mixture was concentrated to dryness treated with MeCN and the solid collected via filtration and dried to... Starting materials: D-amino acid, C1COC(CCCC(N)C(=O)O)O1 (D,L-allysine ethylene acetal). Solvent: P(=O)([O-])([O-])[O-] (phosphate). Conditions: time 12 hour. Product: C1COC(CCC[C@H](N)C(=O)O)O1 (L-allysine ethylene acetal). Yield: 36.6%. As a reaction SMILES: [CH2:1]1[O:13][CH:4]([CH2:5][CH2:6][CH2:7][CH:8]([C:10]([OH:12])=[O:11])[NH2:9])[O:3][CH2:2]1>P([O-])([O-])([O-])=O>[CH2:2]1[O:3][CH:4]([CH2:5][CH2:6][CH2:7][C@@H:8]([C:10]([OH:12])=[O:11])[NH2:9])[O:13][CH2:1]1. Reported procedure: In a 200 mL microjar, 4.73 g of D,L-allysine ethylene acetal and 4.1 mg of catalase (derived from bovine liver, Sigma) were dissolved in 100 mL of 10 mM phosphate buffer (pH 8.3). Then, 2.37 g of immobilized D-amino acid oxidase (of the Trigonopsis origin, Boehringer Mannheim) was added and the reaction was conducted with stirring and 0.5 mL/min. aeration at 25° C. for 12 hours. This reaction mixture was filtered and the filtrate was subjected to HPLC analysis. The substrate residue rate was 50%... Reactants: C(C)C(CC)N1CCC(CC1)CC(=N)NO (2-((1-ethylpropyl)piperidin-4-yl)-N-hydroxyacetamidine), FC(C=1C=C(C(=O)Cl)C=CC1)(F)F (3-trifluoromethylbenzoyl chloride). Product: Cl.C(C)C(CC)N1CCC(CC1)CC1=NOC(=N1)C1=CC(=CC=C1)C(F)(F)F (1-(1-Ethylpropyl)-4-{[5-(3-trifluoromethylphenyl)[1,2,4]oxadiazol-3-yl]methyl}piperidine, hydrochloride). RXN SMILES: [CH2:1]([CH:3]([N:6]1[CH2:11][CH2:10][CH:9]([CH2:12][C:13]([NH:15][OH:16])=[NH:14])[CH2:8][CH2:7]1)[CH2:4][CH3:5])[CH3:2].[F:17][C:18]([F:29])([F:28])[C:19]1[CH:20]=[C:21]([CH:25]=[CH:26][CH:27]=1)[C:22]([Cl:24])=O>>[ClH:24].[CH2:1]([CH:3]([N:6]1[CH2:11][CH2:10][CH:9]([CH2:12][C:13]2[N:14]=[C:22]([C:21]3[CH:25]=[CH:26][CH:27]=[C:19]([C:18]([F:17])([F:28])[F:29])[CH:20]=3)[O:16][N:15]=2)[CH2:8][CH2:7]1)[CH2:4][CH3:5])[CH3:2] |f:2.3|. Procedure: The title compound was prepared by a similar procedure to that described in Example 12, starting from 2-((1-ethylpropyl)piperidin-4-yl)-N-hydroxyacetamidine and 3-trifluoromethylbenzoyl chloride. Starting materials: CC12C=CCC1C1CCc3cc(O)ccc3C1CC2, COCCOC, O=C(OO)c1cccc(Cl)c1, [Na+], [Na+], O, O, O, O, O, O=S([O-])([O-])=S. Product: CC12CCC3c4ccc(O)cc4CCC3C1CC1OC12. As a reaction SMILES: [CH3:1][C:2]12[CH:3]=[CH:4][CH2:5][CH:6]1[CH:7]1[CH2:8][CH2:9][c:10]3[cH:11][c:12]([OH:19])[cH:13][cH:14][c:15]3[CH:16]1[CH2:17][CH2:18]2.[CH3:43][O:44][CH2:45][CH2:46][O:47][CH3:48].[Cl:20][c:21]1[cH:22][cH:23][cH:24][c:25]([C:26]([O:27][OH:29])=[O:28])[cH:30]1.[Na+:41].[Na+:42].[OH2:31].[OH2:32].[OH2:33].[OH2:34].[OH2:35].[S:36]([O-:37])([O-:38])(=[O:39])=[S:40]>>[CH3:1][C:2]12[CH:3]3[CH:4]([CH2:5][CH:6]1[CH:7]1[CH2:8][CH2:9][c:10]4[cH:11][c:12]([OH:19])[cH:13][cH:14][c:15]4[CH:16]1[CH2:17][CH2:18]2)[O:28]3. Reactants: CC(=O)OC(C)(C)C, [O-][Cl+3]([O-])([O-])O, O=C1CCC(C(=O)O)N1, [Na+], O=C([O-])O. As a reaction SMILES: [C:20]([O:21][C:24]([CH3:25])([CH3:26])[CH3:27])(=[O:22])[CH3:23].[Cl+3:10]([OH:11])([O-:12])([O-:13])[O-:14].[NH:1]1[CH:2]([C:7](=[O:8])[OH:9])[CH2:3][CH2:4][C:5]1=[O:6].[Na+:19].[O-:15][C:16]([OH:17])=[O:18]>>[NH:1]1[CH:2]([C:7]([O:8][C:24]([CH3:25])([CH3:26])[CH3:27])=[O:9])[CH2:3][CH2:4][C:5]1=[O:6]. The product is CC(C)(C)OC(=O)C1CCC(=O)N1. Reactants: C(CCC)[Li] (n-Butyllithium), C[Si](N[Si](C)(C)C)(C)C (hexamethyldisilazane), C(C1=CC=CC=C1)OC(=O)CN1C(C[C@H]1COS(=O)(=O)C1=CC=CC=C1)=O ((S)-1-benzyloxycarbonylmethyl-4-benzene-sulfonyloxymethylazetidin-2-one). Run in O1CCCC1 (tetrahydrofuran), O1CCCC1 (tetrahydrofuran). Reaction conditions: temperature -78 celsius, time 15 minute. Product: C(C1=CC=CC=C1)OC(=O)CN1[C@@H]2C[C@@H]2C1=O ((1R, 4S)-2-benzyloxycarbonylmethyl-2-azabicyclo[2.1,0]pentan-3-one). Isolated yield 40.9%. Reaction SMILES: C([Li])CCC.C[Si](C)(C)N[Si](C)(C)C.[CH2:15]([O:22][C:23]([CH2:25][N:26]1[C@H:29]([CH2:30]OS(C2C=CC=CC=2)(=O)=O)[CH2:28][C:27]1=[O:41])=[O:24])[C:16]1[CH:21]=[CH:20][CH:19]=[CH:18][CH:17]=1>O1CCCC1>[CH2:15]([O:22][C:23]([CH2:25][N:26]1[C:27](=[O:41])[C@@H:28]2[C@H:29]1[CH2:30]2)=[O:24])[C:16]1[CH:17]=[CH:18][CH:19]=[CH:20][CH:21]=1. Procedure details: n-Butyllithium (248)11 of 2.3M, 0.57 mmol) was added via syringe to a solution of hexamethyldisilazane (92 mg. 0.57 mmol) in freshly distilled tetrahydrofuran (3 ml) at -78° C. The resulting solution was stirred at -78° C. for 15 min prior to the addition of a solution of (S)-1-benzyloxycarbonylmethyl-4-benzene-sulfonyloxymethylazetidin-2-one (100 mg, 0.26 mmol) in tetrahydrofuran (1 ml). The reaction mixture was stirred at -78° C. for 1 hr., then was allowed to warm to 0° C. over about 30 min. ... Reactants: C(C)O (ethanol), [N+](=O)([O-])C1=C(C(=C(C(=C1Cl)Cl)Cl)Cl)[N+](=O)[O-] (1,2-dinitro-3,4,5,6-tetrachlorobenzene), Cl[Sn]Cl (SnCl2), C(=O)(O)[O-].[Na+] (NaHCO3). Run in C(C)(=O)OCC (ethyl acetate). Yields the product NC1=C(C(=C(C(=C1Cl)Cl)Cl)Cl)N (1,2-Diamino-3,4,5,6-tetrachlorobenzene), solid. The yield is 71.0%. Reaction SMILES: [N+:1]([C:4]1[C:9]([Cl:10])=[C:8]([Cl:11])[C:7]([Cl:12])=[C:6]([Cl:13])[C:5]=1[N+:14]([O-])=O)([O-])=O.Cl[Sn]Cl.C(O)C.C([O-])(O)=O.[Na+]>C(OCC)(=O)C>[NH2:14][C:5]1[C:6]([Cl:13])=[C:7]([Cl:12])[C:8]([Cl:11])=[C:9]([Cl:10])[C:4]=1[NH2:1] |f:3.4|. Procedure: 1,2-Diamino-3,4,5,6-tetrachlorobenzene was prepared using an adaptation of the method of Bellamy et al. (Bellamy, F. D. et al., Tetrahedron Lett. 25:839 (1984)). A mixture of 1,2-dinitro-3,4,5,6-tetrachlorobenzene (1.00 g, 3.27 mmol) and SnCl2 ·2H2O (3.69 g, 16.4 mmol) dissolved in 10 mL ethyl acetate and 5 mL absolute ethanol under N2 was heated at 80° C. for 1 h. The reaction was allowed to cool to room temperature and poured into 20 mL crushed ice. Sufficient sat'd NaHCO3 solution was adding ...